Dataset: the Open Reaction Database (ORD), a public repository of structured organic reaction records. Task: describe an organic reaction: reactants, conditions, products, and yield The reactants are CO, Cc1noc(C)c1Cn1cnc([N+](=O)[O-])c1, [H][H]. Yields the product Cc1noc(C)c1Cn1cnc(N)c1. As a reaction SMILES: [CH3:19][OH:20].[CH3:1][c:2]1[n:3][o:4][c:5]([CH3:16])[c:6]1[CH2:7][n:8]1[cH:9][n:10][c:11]([N+:13]([O-:14])=[O:15])[cH:12]1.[H:17][H:18]>>[CH3:1][c:2]1[n:3][o:4][c:5]([CH3:16])[c:6]1[CH2:7][n:8]1[cH:9][n:10][c:11]([NH2:13])[cH:12]1. Starting materials: ClC1=CC=C(C(=O)NCCC=2C=CC(=C(C(=O)O)C2)C)C=C1 (5-(2-[4-chloro-benzamido]-ethyl)-2-methyl-benzoic acid), S(O)(O)(=O)=O (sulfuric acid), C(C)O (ethanol). The product is C(C)OC(C1=C(C=CC(=C1)CCNC(C1=CC=C(C=C1)Cl)=O)C)=O (5-(2-[4-Chloro-benzamido]-ethyl)-2 -methyl-benzoic acid-ethyl-ester). As a reaction SMILES: [Cl:1][C:2]1[CH:22]=[CH:21][C:5]([C:6]([NH:8][CH2:9][CH2:10][C:11]2[CH:12]=[CH:13][C:14]([CH3:20])=[C:15]([CH:19]=2)[C:16]([OH:18])=[O:17])=[O:7])=[CH:4][CH:3]=1.S(=O)(=O)(O)O.[CH2:28](O)[CH3:29]>>[CH2:28]([O:17][C:16](=[O:18])[C:15]1[CH:19]=[C:11]([CH2:10][CH2:9][NH:8][C:6](=[O:7])[C:5]2[CH:4]=[CH:3][C:2]([Cl:1])=[CH:22][CH:21]=2)[CH:12]=[CH:13][C:14]=1[CH3:20])[CH3:29]. Reported procedure: 6 Grams of 5-(2-[4-chloro-benzamido]-ethyl)-2-methyl-benzoic acid in 50 ml of ethanol are boiled for 4 hours with 1.5 ml of concentrated sulfuric acid at the reflux condenser. Subsequently the alcohol is distilled off for the most part, the residue is mixed with ice, the precipitate is filtered off with suction, is treated with diluted ammonia in order to remove the acid still present and is recrystallized from diluted ethanol. The 5-(2-[4-chloro-benzamido]-ethyl)-2-methyl-benzoic acid-ethyleste... Starting materials: [OH-].[Na+] (sodium hydroxide), O1CCOCC1 (dioxane), C(C)S(=O)(=O)N(C=1C(=CC(=C(C1)N1C(N(C(=CC1=O)C(F)(F)F)C)=O)Cl)Cl)S(=O)(=O)CC (3-[5-bis (ethanesulfonyl)amino-2,4-dichlorophenyl]-1-methyl-6-trifluoromethyl-2,4 (1H,3H)-pyrimidinedione), Cl (hydrochloric acid), resultant solution. Solvent: O (water). Run at time 4 hour. Yields the product ClC1=C(C=C(C(=C1)Cl)NS(=O)(=O)CC)N1C(N(C(=CC1=O)C(F)(F)F)C)=O (3-(2,4-dichloro-5-ethanesulfonylaminophenyl)-1-methyl-6-trifluoromethyl-2,4 (1H,3H)-pyrimidinedione). The yield is 69.4%. Reaction SMILES: O1CCOCC1.[CH2:7]([S:9]([N:12](S(CC)(=O)=O)[C:13]1[C:14]([Cl:33])=[CH:15][C:16]([Cl:32])=[C:17]([N:19]2[C:24](=[O:25])[CH:23]=[C:22]([C:26]([F:29])([F:28])[F:27])[N:21]([CH3:30])[C:20]2=[O:31])[CH:18]=1)(=[O:11])=[O:10])[CH3:8].[OH-].[Na+].Cl>O>[Cl:32][C:16]1[CH:15]=[C:14]([Cl:33])[C:13]([NH:12][S:9]([CH2:7][CH3:8])(=[O:10])=[O:11])=[CH:18][C:17]=1[N:19]1[C:24](=[O:25])[CH:23]=[C:22]([C:26]([F:28])([F:27])[F:29])[N:21]([CH3:30])[C:20]1=[O:31] |f:2.3|. Procedure: To 8 ml of dioxane, 0.80 g of the obtained 3-[5-bis (ethanesulfonyl)amino-2,4-dichlorophenyl]-1-methyl-6-trifluoromethyl-2,4 (1H,3H)-pyrimidinedione was dissolved and 0.12 g of sodium hydroxide (93%) and 2 ml of water were added to the obtained solution. After the mixed solution was stirred for 4 hours, a dilute hydrochloric acid was added thereto in order to acidify the resultant solution. The reaction mixture was extracted with ethyl acetate. The obtained extract of the ethyl acetate layer was... Starting materials: [Cl-].BrC=1C=C(N[NH3+])C=CC1F ((3-bromo-4-fluoro-anilino)ammonium chloride), COC(CC(C)=O)OC (4,4-dimethoxybutan-2-one). Run in C(C)O (ethanol). The product is BrC=1C=C(C=CC1F)N1N=C(C=C1)C (1-(3-bromo-4-fluoro-phenyl)-3-methyl-pyrazole). Isolated yield 20.7%. As a reaction SMILES: [Cl-].[Br:2][C:3]1[CH:4]=[C:5]([CH:8]=[CH:9][C:10]=1[F:11])[NH:6][NH3+:7].CO[CH:14](OC)[CH2:15][C:16](=O)[CH3:17]>C(O)C>[Br:2][C:3]1[CH:4]=[C:5]([N:6]2[CH:14]=[CH:15][C:16]([CH3:17])=[N:7]2)[CH:8]=[CH:9][C:10]=1[F:11] |f:0.1|. Procedure details: To a solution of (3-bromo-4-fluoro-anilino)ammonium chloride [CAS: 1166990-89-1](5412 mg, 22.41 mmol) in ethanol (30 mL) was added 4,4-dimethoxybutan-2-one (3.12 mL, 23.53 mmol), and the reaction was heated to reflux for 4 hours. The reaction mixture was concentrated in vacuo, and the residue was loaded onto silica (50 g, SNAP cartridge), eluting with EtOAc in isohexane from 0% to 25%. Fractions containing the faster running desired product were combined and concentrated in vacuo to give one of ... Reactants: CCOC(=O)c1cccc2nc(SC)n(Cc3ccc(-c4ccccc4-c4nnn[nH]4)cc3)c12, CO, Cl, [Na+], [OH-]. The product is CSc1nc2cccc(C(=O)O)c2n1Cc1ccc(-c2ccccc2-c2nnn[nH]2)cc1. Reaction SMILES: [CH3:1][S:2][c:3]1[n:4][c:5]2[c:6]([n:7]1[CH2:8][c:9]1[cH:10][cH:11][c:12](-[c:15]3[c:16](-[c:21]4[n:22][n:23][n:24][nH:25]4)[cH:17][cH:18][cH:19][cH:20]3)[cH:13][cH:14]1)[c:26]([C:30](=[O:31])[O:32][CH2:33][CH3:34])[cH:27][cH:28][cH:29]2.[CH3:38][OH:39].[ClH:37].[Na+:36].[OH-:35]>>[CH3:1][S:2][c:3]1[n:4][c:5]2[c:6]([n:7]1[CH2:8][c:9]1[cH:10][cH:11][c:12](-[c:15]3[c:16](-[c:21]4[n:22][n:23][n:24][nH:25]4)[cH:17][cH:18][cH:19][cH:20]3)[cH:13][cH:14]1)[c:26]([C:30](=[O:31])[OH:32])[cH:27][cH:28][cH:29]2. The reactants are O=[Ag], O=Cc1cc([N+](=O)[O-])cc(Br)c1O, CC#N, CCCCCC, CI. The product is COc1c(Br)cc([N+](=O)[O-])cc1C=O. RXN SMILES: [Ag:19]=[O:20].[Br:1][c:2]1[c:3]([OH:13])[c:4]([CH:5]=[O:6])[cH:7][c:8]([N+:10](=[O:11])[O-:12])[cH:9]1.[CH3:16][C:17]#[N:18].[CH3:21][CH2:22][CH2:23][CH2:24][CH2:25][CH3:26].[I:14][CH3:15]>>[Br:1][c:2]1[c:3]([O:13][CH3:16])[c:4]([CH:5]=[O:6])[cH:7][c:8]([N+:10](=[O:11])[O-:12])[cH:9]1.